This data is from the Open Reaction Database (ORD), a public repository of structured organic reaction records. The task is: describe an organic reaction: reactants, conditions, products, and yield Starting materials: COC(=O)c1cc(Cl)ccc1NC(=O)COCC(=O)O, Cc1ccc(-c2ccc(F)cc2)cc1N. The product is COC(=O)c1cc(Cl)ccc1NC(=O)COCC(=O)Nc1cc(-c2ccc(F)cc2)ccc1C. As a reaction SMILES: [Cl:16][c:17]1[cH:18][c:19]([C:32](=[O:33])[O:34][CH3:35])[c:20]([NH:23][C:24]([CH2:25][O:26][CH2:27][C:28](=[O:29])[OH:30])=[O:31])[cH:21][cH:22]1.[F:1][c:2]1[cH:3][cH:4][c:5](-[c:8]2[cH:9][c:10]([NH2:15])[c:11]([CH3:14])[cH:12][cH:13]2)[cH:6][cH:7]1>>[F:1][c:2]1[cH:3][cH:4][c:5](-[c:8]2[cH:9][c:10]([NH:15][C:28]([CH2:27][O:26][CH2:25][C:24]([NH:23][c:20]3[c:19]([C:32](=[O:33])[O:34][CH3:35])[cH:18][c:17]([Cl:16])[cH:22][cH:21]3)=[O:31])=[O:29])[c:11]([CH3:14])[cH:12][cH:13]2)[cH:6][cH:7]1. Starting materials: C1(=CC=C(C=C1)S(=O)(=O)O)C.C(C1=CC=CC=C1)OC(CCN)=O (β-alanine benzyl ester p-toluenesulphonate), CN1CCOCC1 (N-methylmorpholine), C(C)(C)(C)OC(=O)NCCCC(=O)O (4-(t-Butoxycarbonylamino)butyric acid), ClC=1C(=NN=NC1OC)OC (chlorodimethoxytriazine), CN1CCOCC1 (N-methylmorpholine). Solvent: C1CCOC1 (THF). Product: C(C1=CC=CC=C1)OC(CCNC(CCCNC(=O)OC(C)(C)C)=O)=O (N-[4-(1-t-butoxyformamido)butyryl]-β-alanine benzyl ester). RXN SMILES: [C:1]([O:5][C:6]([NH:8][CH2:9][CH2:10][CH2:11][C:12]([OH:14])=O)=[O:7])([CH3:4])([CH3:3])[CH3:2].ClC1C(OC)=NN=NC=1OC.CN1CCOCC1.C1(C)C=CC(S(O)(=O)=O)=CC=1.[CH2:44]([O:51][C:52](=[O:56])[CH2:53][CH2:54][NH2:55])[C:45]1[CH:50]=[CH:49][CH:48]=[CH:47][CH:46]=1>C1COCC1>[CH2:44]([O:51][C:52](=[O:56])[CH2:53][CH2:54][NH:55][C:12](=[O:14])[CH2:11][CH2:10][CH2:9][NH:8][C:6]([O:5][C:1]([CH3:2])([CH3:3])[CH3:4])=[O:7])[C:45]1[CH:50]=[CH:49][CH:48]=[CH:47][CH:46]=1 |f:3.4|. Reported procedure: 4-(t-Butoxycarbonylamino)butyric acid in THF was activated with chlorodimethoxytriazine and N-methylmorpholine and reacted with β-alanine benzyl ester p-toluenesulphonate in the presence of N-methylmorpholine to give N-[4-(1-t-butoxyformamido)butyryl]-β-alanine benzyl ester, m.p. 54°-55° C. Starting materials: N (ammonia), [H][H] (hydrogen), O[C@H]1[C@@H](O[C@@H]([C@H]1O)CO)N1C2=NC(=NC(=C2N=C1)NCC1=CC=CC2=CC=CC=C12)C#N (9-[(2R,3R,4S,5R)-3,4-dihydroxy-5-(hydroxymethyl)tetrahydro-2-furanyl]-6-[(1-naphthylmethyl)amino]-9H-purine-2-carbonitrile), N (ammonia), [H][H] (hydrogen). Reagents/catalysts: [Pd] (palladium on charcoal), [Pd] (palladium on charcoal). The solvent is C(C)O (ethanol), C(C)O (ethanol). Run at time 42 hour. Product: N (ammonia), NCC1=NC(=C2N=CN(C2=N1)[C@@H]1O[C@@H]([C@H]([C@H]1O)O)CO)NCC1=CC=CC2=CC=CC=C12 ((2R,3R,4S,5R)-2-{2-(Aminomethyl)-6-[(1-naphthylmethyl)amino]-9H-purin-9-yl}-5-(hydroxymethyl)tetrahydro-3,4-furandiol). Yield: 47.4%. As a reaction SMILES: [OH:1][C@@H:2]1[C@H:6]([OH:7])[C@@H:5]([CH2:8][OH:9])[O:4][C@H:3]1[N:10]1[CH:18]=[N:17][C:16]2[C:11]1=[N:12][C:13]([C:31]#[N:32])=[N:14][C:15]=2[NH:19][CH2:20][C:21]1[C:30]2[C:25](=[CH:26][CH:27]=[CH:28][CH:29]=2)[CH:24]=[CH:23][CH:22]=1.N.[H][H]>C(O)C.[Pd]>[NH3:10].[NH2:32][CH2:31][C:13]1[N:12]=[C:11]2[C:16]([N:17]=[CH:18][N:10]2[C@H:3]2[C@H:2]([OH:1])[C@H:6]([OH:7])[C@@H:5]([CH2:8][OH:9])[O:4]2)=[C:15]([NH:19][CH2:20][C:21]2[C:30]3[C:25](=[CH:26][CH:27]=[CH:28][CH:29]=3)[CH:24]=[CH:23][CH:22]=2)[N:14]=1. Procedure: A solution of 9-[(2R,3R,4S,5R)-3,4-dihydroxy-5-(hydroxymethyl)tetrahydro-2-furanyl]-6-[(1-naphthylmethyl)amino]-9H-purine-2-carbonitrile (0.75 g, 1.74 mmol) (Preparation 14) in ethanol (30 ml) was saturated with ammonia gas, treated with 5% w/w palladium on charcoal (0.50 g), pressurised to 1034 kPa (150 psi) with hydrogen in a sealed vessel and stirred at room temperature for 42 hours. TLC analysis indicated that some starting material still remained and therefore further 5% w/w palladium on ch... Starting materials: N1=C(Cl)N=C(Cl)N=C1Cl (Cyanuric chloride), CN(C=O)C (N,N-dimethylformamide), BrC1=C(C#N)C(=CC(=C1OCC)C(C)O)Cl (2-bromo-6-chloro-3-ethoxy-4-(1-hydroxyethyl)benzonitrile), C(Cl)Cl (methylene chloride). The product is BrC1=C(C#N)C(=CC(=C1OCC)C(C)Cl)Cl (2-bromo-6-chloro-4-(1-chloroethyl)-3-ethoxybenzonitrile). The yield is 75.8%. RXN SMILES: N1C(Cl)=NC(Cl)=NC=1[Cl:3].CN(C)C=O.[Br:15][C:16]1[C:23]([O:24][CH2:25][CH3:26])=[C:22]([CH:27](O)[CH3:28])[CH:21]=[C:20]([Cl:30])[C:17]=1[C:18]#[N:19].C(Cl)Cl>>[Br:15][C:16]1[C:23]([O:24][CH2:25][CH3:26])=[C:22]([CH:27]([Cl:3])[CH3:28])[CH:21]=[C:20]([Cl:30])[C:17]=1[C:18]#[N:19]. Reported procedure: Cyanuric chloride (0.11 g, 0.59 mmol) was dissolved in N,N-dimethylformamide (3 mL, 40 mmol). After stirring for a few minutes, a solution of 2-bromo-6-chloro-3-ethoxy-4-(1-hydroxyethyl)benzonitrile (150 mg, 0.49 mmol) in methylene chloride (3 mL, 50 mmol) was added. The resulting mixture was stirred at room temperature overnight. The reaction was partitioned between water and dichloromethane. The organic layer was washed with sat. NaHCO3 solution, water, brine, dried over MgSO4, and concentrate... Reactants: C1(CC1)B(O)O (cyclopropylboronic acid), C1(CCCCC1)P(C1CCCCC1)C1CCCCC1 (tricyclohexylphosphine), ClC=1C(=NC=CC1)Br (3-Chloro-2-bromopyridine), C1(CC1)B(O)O (cyclopropylboronic acid), C1(CCCCC1)P(C1CCCCC1)C1CCCCC1 (tricyclohexylphosphine), [O-]P(=O)([O-])[O-].[K+].[K+].[K+] (potassium phosphate tribasic), C1(CC1)B(O)O (cyclopropylboronic acid), C1(CCCCC1)P(C1CCCCC1)C1CCCCC1 (tricyclohexylphosphine). Reagents/catalysts: C(C)(=O)[O-].C(C)(=O)[O-].[Pd+2] (palladium diacetate), C(C)(=O)[O-].C(C)(=O)[O-].[Pd+2] (palladium diacetate), C(C)(=O)[O-].C(C)(=O)[O-].[Pd+2] (palladium diacetate). The solvent is O (water), CCOC(=O)C (EtOAc), O (water), C1(=CC=CC=C1)C (toluene). Reaction conditions: temperature 100 celsius, time 2 hour. The product is ClC=1C(=NC=CC1)C1CC1 (3-Chloro-2-cyclopropylpyridine). Isolated yield 122.7%. RXN SMILES: [Cl:1][C:2]1[C:3](Br)=[N:4][CH:5]=[CH:6][CH:7]=1.[O-]P([O-])([O-])=O.[K+].[K+].[K+].[CH:17]1(B(O)O)[CH2:19][CH2:18]1.C1(P(C2CCCCC2)C2CCCCC2)CCCCC1>C1(C)C=CC=CC=1.O.CCOC(C)=O.C([O-])(=O)C.C([O-])(=O)C.[Pd+2]>[Cl:1][C:2]1[C:3]([CH:17]2[CH2:19][CH2:18]2)=[N:4][CH:5]=[CH:6][CH:7]=1 |f:1.2.3.4,10.11.12|. Reported procedure: 3-Chloro-2-bromopyridine (5.0 g, 26 mmol) and potassium phosphate tribasic (19.3 g, 90.9 mol) were suspended in toluene (40.0 mL) and water (2.0 mL). The mixture was sonicated for 10 minutes, then cyclopropylboronic acid (1.12 g, 13.0 mmol), palladium diacetate (0.093 g, 0.414 mol) and tricyclohexylphosphine (0.243 g, 0.867 mol) were added to the reaction mixture, which was heated into a pre heated DrySyn® at 100° C., under a nitrogen atmosphere for 2 hours. Then cyclopropylboronic acid (1.12 g,... The reactants are B(Br)(Br)Br (boron tribromide), COC1=CC=C(C=C1)CCCCO (4-(4-methoxyphenyl)butanol), Cl (HCl). Solvent: ClCCl (dichloromethane). Conditions: temperature 15 celsius. Yields the product OC1=CC=C(C=C1)CCCCO (4-(4-hydroxyphenyl)butanol). The yield is 86.0%. As a reaction SMILES: C[O:2][C:3]1[CH:8]=[CH:7][C:6]([CH2:9][CH2:10][CH2:11][CH2:12][OH:13])=[CH:5][CH:4]=1.B(Br)(Br)Br.Cl>ClCCl>[OH:2][C:3]1[CH:4]=[CH:5][C:6]([CH2:9][CH2:10][CH2:11][CH2:12][OH:13])=[CH:7][CH:8]=1. Procedure: To a solution of 4-(4-methoxyphenyl)butanol (100 g, 0.55 mole) in dichloromethane, cooled to -75° C. in a dry ice-acetone bath, a solution of boron tribromide (278 g; 2.0 mole) was added slowly over one hour. The cooling bath was then removed and the reaction mixture allowed to warm to 15° C. slowly. The reaction was shown to be complete by thin layer chromatography (TLC). The reaction mixture was again cooled in an ice-water bath; 10% sodium hydroxide solution was added until pH of about 9 was ...